This data is from the Open Reaction Database (ORD), a public repository of structured organic reaction records. The task is: describe an organic reaction: reactants, conditions, products, and yield The reactants are Cl.C(C)(=O)OC=1C(=NC(=C(C1CCl)CCl)CC1=CC=CC=C1)C (2-Methyl-4,5-di-(chloromethyl)-6-benzyl-pyridin-3-yl acetate hydrochloride), CN (methylamine). Run in CS(=O)C (dimethylsulfoxide). Run at temperature 80 celsius. The product is CN1CC=2C(=NC(=C(C2C1)O)C)CC1=CC=CC=C1 (2,6-Dimethyl-4-benzyl-2,3-dihydro-1H-pyrrolo[3,4-c]pyridin-7-ol). As a reaction SMILES: Cl.C([O:5][C:6]1[C:7]([CH3:23])=[N:8][C:9]([CH2:16][C:17]2[CH:22]=[CH:21][CH:20]=[CH:19][CH:18]=2)=[C:10]([CH2:14]Cl)[C:11]=1[CH2:12]Cl)(=O)C.[CH3:24][NH2:25]>CS(C)=O>[CH3:24][N:25]1[CH2:12][C:11]2[C:6]([OH:5])=[C:7]([CH3:23])[N:8]=[C:9]([CH2:16][C:17]3[CH:22]=[CH:21][CH:20]=[CH:19][CH:18]=3)[C:10]=2[CH2:14]1 |f:0.1|. Reported procedure: A mixture of 37.5 g (100 millimoles) of 2-methyl-4,5-di-(chloromethyl)-6-benzyl-pyridin-3-yl acetate hydrochloride (Example 4), 50 ml of dry dimethylsulfoxide and 16 g (500 millimoles) of methylamine is heated for 5 hours at 80° C. in an autoclave. The solvent is stripped off in a high vacuum and the residue is partitioned between methylene chloride and water, taking care that the pH of the aqueous phase is 7. Starting materials: Cl(=O)(=O)(=O)O (perchloric acid), C(C)(=O)OCC([C@H]1[C@@H](C[C@H]2[C@@H]3C[C@@H](C4=CC(C=C[C@]4(C)[C@]3([C@H](C[C@]12C)O)Cl)=O)Cl)C)=O (21-acetoxy-6α,9-dichloro-11β-hydroxy-16α-methyl-1,4-pregnadiene-3,20-dione), ice water. Solvent: CO (methanol). Conditions: time 20 hour. Yields the product Cl[C@H]1C[C@H]2[C@@H]3C[C@H]([C@H](C(CO)=O)[C@]3(C[C@@H]([C@@]2([C@]2(C=CC(C=C12)=O)C)Cl)O)C)C (6α,9-dichloro-11β,21-dihydroxy-16α-methyl-1,4-pregnadiene-3,20-dione). Yield: 46.7%. Reaction SMILES: C([O:4][CH2:5][C:6](=[O:31])[C@@H:7]1[C@:24]2([CH3:25])[C@H:10]([C@H:11]3[C@:21]([Cl:27])([C@@H:22]([OH:26])[CH2:23]2)[C@:19]2([CH3:20])[C:14](=[CH:15][C:16](=[O:28])[CH:17]=[CH:18]2)[C@@H:13]([Cl:29])[CH2:12]3)[CH2:9][C@H:8]1[CH3:30])(=O)C.Cl(O)(=O)(=O)=O>CO>[Cl:29][C@@H:13]1[C:14]2[C@:19]([CH3:20])([CH:18]=[CH:17][C:16](=[O:28])[CH:15]=2)[C@:21]2([Cl:27])[C@H:11]([C@H:10]3[C@:24]([CH3:25])([CH2:23][C@@H:22]2[OH:26])[C@@H:7]([C:6](=[O:31])[CH2:5][OH:4])[C@H:8]([CH3:30])[CH2:9]3)[CH2:12]1. Procedure: 1.90 g of 21-acetoxy-6α,9-dichloro-11β-hydroxy-16α-methyl-1,4-pregnadiene-3,20-dione is dissolved in 53 ml of methanol. The mixture is conbined with 1.7 ml of 70% perchloric acid and allowed to stand for 20 hours at room temperature. The reaction mixture is poured into ice water; the precipitated product is isolated and chromatographed on silica gel. With 37-52% ethyl acetate-dichloromethane, after recrystallization from acetone-diisopropyl ether, 807 mg of 6α,9-dichloro-11β,21-dihydroxy-16α-met... Starting materials: [C@@H]1(C[C@H](O)[C@@H](CO)O1)N1C(=O)N=C(N)C=C1 (2'-deoxycytidine), aqueous solution, ClCC=O (chloroacetaldehyde). Solvent: CS(=O)C (DMSO). Conditions: temperature 70 celsius, time 1 hour. The product is C1[C@@H]([C@H](O[C@H]1N2C=CC3=NC=CN3C2=O)CO)O (3,N4 -ethenodeoxycytidine). Reaction SMILES: [C@@H:1]1([N:9]2[CH:16]=[CH:15][C:13]([NH2:14])=[N:12][C:10]2=[O:11])[O:8][C@H:5]([CH2:6][OH:7])[C@@H:3]([OH:4])[CH2:2]1.Cl[CH2:18][CH:19]=O>CS(C)=O>[CH2:2]1[C@H:1]([N:9]2[C:10](=[O:11])[N:12]3[C:13](=[N:14][CH:18]=[CH:19]3)[CH:15]=[CH:16]2)[O:8][C@H:5]([CH2:6][OH:7])[C@H:3]1[OH:4]. Reported procedure: 3,N4 -Ethenodeoxycytidine is synthesized according to the published procedure of Eberle et al. (Carcinogenesis 10:2751-2756, 1989). To 2'-deoxycytidine (8 mg, available from Sigma Chemical Company) in 0.4 mL of DMSO is added 0.04 mL of a 45% aqueous solution of chloroacetaldehyde and the reaction mixture is stirred for 1 hour at 70° C. The reaction mixture is then evaporated to dryness and the resulting residue purified by reverse-phase HPLC on a Nucleosil C18 column (Altech) to yield 3,N4 -ethe... Reactants: OCc1cccc(Br)n1, O=C([O-])[O-], CCC(C)(C)O, CC(C)(C)O, CCOC(C)=O, [K+], [K+], NC(=O)c1cc(-c2ccc(F)cc2F)sc1N. Product: NC(=O)c1cc(-c2ccc(F)cc2F)sc1Nc1cccc(CO)n1. As a reaction SMILES: [Br:18][c:19]1[cH:20][cH:21][cH:22][c:23]([CH2:25][OH:26])[n:24]1.[C:27](=[O:28])([O-:29])[O-:30].[C:38]([OH:39])([CH2:40][CH3:41])([CH3:42])[CH3:43].[CH3:33][C:34]([OH:35])([CH3:36])[CH3:37].[CH3:44][CH2:45][O:46][C:47](=[O:48])[CH3:49].[K+:31].[K+:32].[NH2:1][c:2]1[s:3][c:4](-[c:10]2[c:11]([F:17])[cH:12][c:13]([F:16])[cH:14][cH:15]2)[cH:5][c:6]1[C:7](=[O:8])[NH2:9]>>[NH:1]([c:2]1[s:3][c:4](-[c:10]2[c:11]([F:17])[cH:12][c:13]([F:16])[cH:14][cH:15]2)[cH:5][c:6]1[C:7](=[O:8])[NH2:9])[c:19]1[cH:20][cH:21][cH:22][c:23]([CH2:25][OH:26])[n:24]1. Reaction SMILES: [Cl:1][C:2]1[CH:7]([O:8][CH:9]([C:11](OCC)=[O:12])[CH3:10])[C:6]([C:19]2[CH:24]=[CH:23][CH:22]=[CH:21][C:20]=2[C:25]([F:28])([F:27])[F:26])([N+:16]([O-:18])=[O:17])[CH:5]=[CH:4][C:3]=1[O:29][C:30]1[CH:35]=[CH:34][C:33]([N+:46]([O-:48])=[O:47])([C:36]2[CH:41]=[CH:40][CH:39]=[CH:38][C:37]=2[C:42]([F:45])([F:44])[F:43])[CH:32]([O:49][CH:50]([C:52](OCC)=[O:53])[CH3:51])[C:31]=1[Cl:57].[H-].[Al+3].[Li+].[H-].[H-].[H-]>CCOCC>[Cl:1][C:2]1[CH:7]([O:8][CH:9]([CH2:11][OH:12])[CH3:10])[C:6]([C:19]2[CH:24]=[CH:23][CH:22]=[CH:21][C:20]=2[C:25]([F:26])([F:28])[F:27])([N+:16]([O-:18])=[O:17])[CH:5]=[CH:4][C:3]=1[O:29][C:30]1[CH:35]=[CH:34][C:33]([N+:46]([O-:48])=[O:47])([C:36]2[CH:41]=[CH:40][CH:39]=[CH:38][C:37]=2[C:42]([F:44])([F:43])[F:45])[CH:32]([O:49][CH:50]([CH2:52][OH:53])[CH3:51])[C:31]=1[Cl:57] |f:1.2.3.4.5.6|. Solvent: CCOCC (ether), CCOCC (ether). The product is ClC1=C(C=CC(C1OC(C)CO)([N+](=O)[O-])C1=C(C=CC=C1)C(F)(F)F)OC1=C(C(C(C=C1)(C1=C(C=CC=C1)C(F)(F)F)[N+](=O)[O-])OC(C)CO)Cl (2-chloro-α,α,α-trifluoro-p-tolyl-3-(1-hydroxymethylethoxy)-4-nitrophenyl ether). Procedure: A solution of 2-chloro-α,α,α-trifluoro-p-tolyl-3-(1-carbethoxyethoxy)-4-nitrophenyl ether (17.32 g, 0.04 mole) in dry ether (500 ml) is treated at -10° C. with a suspension of lithium aluminum hydride (1.9 g) in ether (approximately 100 ml) added with stirring over ten seconds. The temperature increases to about 0° to 10° C. and after a total of 45 seconds, the reaction mixture is quenched by pouring, with stirring, onto ice/dilute sulfuric acid. The ether phase is washed with water, dried, filt... Starting materials: ClC1=C(C=CC(C1OC(C)C(=O)OCC)([N+](=O)[O-])C1=C(C=CC=C1)C(F)(F)F)OC1=C(C(C(C=C1)(C1=C(C=CC=C1)C(F)(F)F)[N+](=O)[O-])OC(C)C(=O)OCC)Cl (2-chloro-α,α,α-trifluoro-p-tolyl-3-(1-carbethoxyethoxy)-4-nitrophenyl ether), [H-].[Al+3].[Li+].[H-].[H-].[H-] (lithium aluminum hydride). The solvent is C1CCOC1 (THF). The product is CC1=C(C(=O)C2=C(SC=C2)C(=O)O)C=CC=C1 (3-(2-methylbenzoyl)-2-thiophenecarboxylic acid). Reactants: S1C2=C(C=C1)C(=O)OC2=O (2,3-Thiophenedicarboxylic anhydride), CC1=C(C=CC=C1)[Mg]Br (2-methylphenyl magnesium bromide). Procedure details: 2,3-Thiophenedicarboxylic anhydride was allowed to react with 2-methylphenyl magnesium bromide in THF, and the reaction mixture was processed to give 3-(2-methylbenzoyl)-2-thiophenecarboxylic acid as colorless crystals. As a reaction SMILES: [S:1]1[CH:5]=[CH:4][C:3]2[C:6]([O:8][C:9](=[O:10])[C:2]1=2)=[O:7].[CH3:11][C:12]1[CH:17]=[CH:16][CH:15]=[CH:14][C:13]=1[Mg]Br>C1COCC1>[CH3:11][C:12]1[CH:17]=[CH:16][CH:15]=[CH:14][C:13]=1[C:6]([C:3]1[CH:4]=[CH:5][S:1][C:2]=1[C:9]([OH:8])=[O:10])=[O:7].